This data is from the Open Reaction Database (ORD), a public repository of structured organic reaction records. The task is: describe an organic reaction: reactants, conditions, products, and yield The reactants are CC(C)(C)OC(=O)C1CCCN2CC(CBr)C(=O)N12, CC([O-])=S, CC(O)=S, CC(C)=O, ClCCl, [K+], C1=NCCCN2CCCCC12, C1COCCO1. Yields the product CC(=O)SCC1CN2CCCC(C(=O)OC(C)(C)C)N2C1=O. As a reaction SMILES: [Br:12][CH2:13][CH:14]1[C:15](=[O:30])[N:16]2[N:17]([CH2:18][CH2:19][CH2:20][CH:21]2[C:22](=[O:23])[O:24][C:25]([CH3:26])([CH3:27])[CH3:28])[CH2:29]1.[C:31]([CH3:32])(=[S:33])[O-:34].[C:36]([OH:37])(=[S:38])[CH3:39].[CH3:46][C:47](=[O:48])[CH3:49].[Cl:50][CH2:51][Cl:52].[K+:35].[N:1]12[CH2:2][CH2:3][CH2:4][CH2:5][CH:6]1[CH:7]=[N:8][CH2:9][CH2:10][CH2:11]2.[O:40]1[CH2:41][CH2:42][O:43][CH2:44][CH2:45]1>>[CH2:13]([CH:14]1[C:15](=[O:30])[N:16]2[N:17]([CH2:18][CH2:19][CH2:20][CH:21]2[C:22](=[O:23])[O:24][C:25]([CH3:26])([CH3:27])[CH3:28])[CH2:29]1)[S:33][C:31]([CH3:32])=[O:34]. Reactants: BrC1=C(C=O)C=CC=C1[N+](=O)[O-] (2-bromo-3-nitrobenzaldehyde), NC1=NNC=C1 (3-aminopyrazole), O=C(CC(=O)OCC)CCC (ethyl 3-ketohexanoate). The product is BrC1=C(C=CC=C1[N+](=O)[O-])C1C=2C(NC(=C1C(=O)OCC)CCC)=NNC2 (Ethyl 4-(2-bromo-3-nitrophenyl)-4,7-dihydro-6-propyl-2H-pyrazolo[3,4-b]pyridine-5-carboxylate). Reaction SMILES: [Br:1][C:2]1[C:9]([N+:10]([O-:12])=[O:11])=[CH:8][CH:7]=[CH:6][C:3]=1[CH:4]=O.[NH2:13][C:14]1[CH:18]=[CH:17][NH:16][N:15]=1.O=[C:20]([CH2:27][CH2:28][CH3:29])[CH2:21][C:22]([O:24][CH2:25][CH3:26])=[O:23]>>[Br:1][C:2]1[C:9]([N+:10]([O-:12])=[O:11])=[CH:8][CH:7]=[CH:6][C:3]=1[CH:4]1[C:21]([C:22]([O:24][CH2:25][CH3:26])=[O:23])=[C:20]([CH2:27][CH2:28][CH3:29])[NH:13][C:14]2=[N:15][NH:16][CH:17]=[C:18]12. Reported procedure: A suspension of 2-bromo-3-nitrotoluene (5.1 g), N-bromosuccinimide (4.2 g) and benzoyl peroxide (229 mg) in carbon tetrachloride (50 ml) was heated under reflux for 3 hours. The insoluble material was filtered off and the filtrate was concentrated under reduced pressure. The obtained residue was purified by silica gel column chromatography (eluent:hexane-ethyl acetate (10:1)) to give a yellow solid (5.4 g). The obtained yellow solid (5.4 g) and hexamethylenetetramine (5.1 g) were dissolved in ac... The reactants are Cl (hydrochloric acid), CC1=C(C=CC(=O)O)C=CC=C1 (2-methylcinnamic acid), C(=O)(N1C=NC=C1)N1C=NC=C1 (1,1′-carbonyldiimidazole), [K+].C(CC(=O)[O-])(=O)OCC (monoethyl malonate monopotassium salt), [Cl-].[Mg+2].[Cl-] (magnesium chloride). The solvent is C(C)(=O)OCC (ethyl acetate), O (water), O1CCCC1 (tetrahydrofuran). Run at time 1 hour. The product is CC1=C(C=CC=C1)/C=C/C(CC(=O)OCC)=O (ethyl (E)-5-(2-methylphenyl)-3-oxo-4-pentenoate). RXN SMILES: [CH3:1][C:2]1[CH:12]=[CH:11][CH:10]=[CH:9][C:3]=1[CH:4]=[CH:5][C:6]([OH:8])=O.C(N1C=CN=C1)(N1C=CN=C1)=O.[K+].[C:26]([O:32][CH2:33][CH3:34])(=[O:31])[CH2:27]C([O-])=O.[Cl-].[Mg+2].[Cl-].Cl>O1CCCC1.C(OCC)(=O)C.O>[CH3:1][C:2]1[CH:12]=[CH:11][CH:10]=[CH:9][C:3]=1/[CH:4]=[CH:5]/[C:6](=[O:8])[CH2:27][C:26]([O:32][CH2:33][CH3:34])=[O:31] |f:2.3,4.5.6|. Reported procedure: To a solution of 2-methylcinnamic acid (50.71 g, 312.7 mmol) in tetrahydrofuran (500 ml) was added 1,1′-carbonyldiimidazole (55.8 g, 344 mmol) at room temperature, and the mixture was stirred as it was for 1 hr. To the mixture were added monoethyl malonate monopotassium salt (58.5 g, 344 mmol) and magnesium chloride (16.4 g, 172 mmol) at room temperature, and the mixture was stirred at 60° C. overnight. The reaction solution was diluted with ethyl acetate and water and acidified with conc. hydro... Starting materials: NC1=CC(CC(C1)(C)C)=O (3-amino-5,5-dimethyl-2-cyclohexen-1-one), C(#N)C=1C=C(C=O)C=CC1F (3-cyano-4-fluorobenzaldehyde). Yields the product CC1(CC(C=2C(C3C(CC(CC3=NC2C1)(C)C)=O)C=1C=CC(=C(C#N)C1)F)=O)C (5-(2,3,4,5,6,7,8,9-octahydro-3,3,6,6-tetramethyl-1,8-dioxo-1H-acridin-9-yl)-2-fluorobenzonitrile). As a reaction SMILES: [NH2:1][C:2]1[CH2:7][C:6]([CH3:9])([CH3:8])[CH2:5][C:4](=[O:10])[CH:3]=1.[C:11]([C:13]1[CH:14]=[C:15]([CH:18]=[CH:19][C:20]=1[F:21])[CH:16]=O)#[N:12]>>[CH3:8][C:6]1([CH3:9])[CH2:7][C:2]2[N:1]=[C:2]3[CH:3]([C:4](=[O:10])[CH2:5][C:6]([CH3:9])([CH3:8])[CH2:7]3)[CH:16]([C:15]3[CH:18]=[CH:19][C:20]([F:21])=[C:13]([CH:14]=3)[C:11]#[N:12])[C:3]=2[C:4](=[O:10])[CH2:5]1. Reported procedure: Reaction of 3-amino-5,5-dimethyl-2-cyclohexen-1-one with 3-cyano-4-fluorobenzaldehyde in an analogous manner to that described in Example 1 gave 5-(2,3,4,5,6,7,8,9-octahydro-3,3,6,6-tetramethyl-1,8-dioxo-1H-acridin-9-yl)-2-fluorobenzonitrile. Crystallization from ethanol gave a pale yellow-green crystalline solid of melting point 274-275° C.